From a dataset of the Open Reaction Database (ORD), a public repository of structured organic reaction records. describe an organic reaction: reactants, conditions, products, and yield Starting materials: O=C([O-])[O-], CCO, COc1cc(-n2cnc3cc(-c4ccc(Cl)cc4)sc3c2=O)ccc1O, [Cs+], [Cs+], CN(C)C=O, O, Cc1ccc(S(=O)(=O)OCCN(C)c2ccc(C#N)cc2)cc1. The product is COc1cc(-n2cnc3cc(-c4ccc(Cl)cc4)sc3c2=O)ccc1OCCN(C)c1ccc(C#N)cc1. Reaction SMILES: [C:50](=[O:51])([O-:52])[O-:53].[CH2:56]([OH:57])[CH3:58].[Cl:1][c:2]1[cH:3][cH:4][c:5](-[c:8]2[cH:9][c:10]3[n:11][cH:12][n:13](-[c:18]4[cH:19][c:20]([O:25][CH3:26])[c:21]([OH:24])[cH:22][cH:23]4)[c:14](=[O:17])[c:15]3[s:16]2)[cH:6][cH:7]1.[Cs+:54].[Cs+:55].[O:60]=[CH:61][N:62]([CH3:63])[CH3:64].[OH2:59].[c:27]1([CH3:28])[cH:29][cH:30][c:31]([S:32]([O:33][CH2:37][CH2:38][N:39]([c:40]2[cH:41][cH:42][c:43]([C:46]#[N:47])[cH:44][cH:45]2)[CH3:48])(=[O:34])=[O:35])[cH:36][cH:49]1>>[Cl:1][c:2]1[cH:3][cH:4][c:5](-[c:8]2[cH:9][c:10]3[n:11][cH:12][n:13](-[c:18]4[cH:19][c:20]([O:25][CH3:26])[c:21]([O:24][CH2:37][CH2:38][N:39]([c:40]5[cH:41][cH:42][c:43]([C:46]#[N:47])[cH:44][cH:45]5)[CH3:48])[cH:22][cH:23]4)[c:14](=[O:17])[c:15]3[s:16]2)[cH:6][cH:7]1. Reactants: BrC1=C(C(=O)C(C(=O)OCC)=COCC)C=C(C(=C1)F)F (ethyl 2-(2-bromo-4,5-difluorobenzoyl)-3-ethoxyacrylate), NC=1SC=CC1 (2-aminothiophene). Solvent: C(C)O (ethanol). Reaction conditions: time 30 minute. The product is BrC1=C(C(=O)C(C(=O)OCC)=CC=2SC=CC2)C=C(C(=C1)F)F (ethyl 2-(2-bromo-4,5-difluorobenzoyl)-3-(2-thienyl)acrylate). Yield: 74.1%. Reaction SMILES: [Br:1][C:2]1[CH:19]=[C:18]([F:20])[C:17]([F:21])=[CH:16][C:3]=1[C:4]([C:6](=[CH:12]OCC)[C:7]([O:9][CH2:10][CH3:11])=[O:8])=[O:5].N[C:23]1[S:24][CH:25]=[CH:26][CH:27]=1>C(O)C>[Br:1][C:2]1[CH:19]=[C:18]([F:20])[C:17]([F:21])=[CH:16][C:3]=1[C:4]([C:6](=[CH:12][C:23]1[S:24][CH:25]=[CH:26][CH:27]=1)[C:7]([O:9][CH2:10][CH3:11])=[O:8])=[O:5]. Procedure details: To a solution of ethyl 2-(2-bromo-4,5-difluorobenzoyl)-3-ethoxyacrylate (1.1 g) in ethanol (10 ml) is added portionwise 2-aminothiophene (0.3 g). After stirring the mixture at room temperature for 30 minutes, the precipitated crystals are separated by filtration to give ethyl 2-(2-bromo-4,5-difluorobenzoyl)-3-(2-thienyl)acrylate (0.9 g).